Dataset: the Open Reaction Database (ORD), a public repository of structured organic reaction records. Task: describe an organic reaction: reactants, conditions, products, and yield Reactants: CC(C)(CCC(C)(Cl)C)Cl (2,5-Dimethyl-2,5-dichlorohexane), C1=C(C=CC=C1O)C (m-cresol), ice water hydrochloric acid. Reagents/catalysts: [Cl-].[Al+3].[Cl-].[Cl-] (aluminum chloride). Solvent: C(CCl)Cl (ethylene dichloride). Conditions: temperature 95 celsius, time 1.5 hour. Product: OC1=CC(=CC=2C(CCC(C12)(C)C)(C)C)C (1-hydroxy-3,5,5,8,8-pentamethyl-5,6,7,8-tetrahydronaphthalene). Yield: 78.3%. RXN SMILES: [CH3:1][C:2](Cl)([CH2:4][CH2:5][C:6]([CH3:9])(Cl)[CH3:7])[CH3:3].[CH:11]1[C:16]([OH:17])=[CH:15][CH:14]=[CH:13][C:12]=1[CH3:18]>[Cl-].[Al+3].[Cl-].[Cl-].C(Cl)CCl>[OH:17][C:16]1[C:15]2[C:6]([CH3:9])([CH3:7])[CH2:5][CH2:4][C:2]([CH3:3])([CH3:1])[C:14]=2[CH:13]=[C:12]([CH3:18])[CH:11]=1 |f:2.3.4.5|. Procedure details: 2,5-Dimethyl-2,5-dichlorohexane (183 g, 1 mol) was stirred with m-cresol (129.6 g, 1.2 mol) and aluminum chloride (4 g) was added in one direction. The mixture was heated at 95° C., with stirring for 1.5 h, after which ethylene dichloride (100 mL) was added and then the heating was continued. After 1 h the mixture was cooled to 20° C. and poured onto an ice-water/hydrochloric acid mixture (150 mL, 10% HCl solution). The mixture was then extracted with toluene (500 mL). The organic layer was sepa... Reactants: C1(=CC=CC=C1)C=1C=C(NN1)N (5-phenyl-2H-pyrazol-3-ylamine), COC(CC(C)=O)=O (3-oxo-butyric acid methyl ester). The solvent is C(C)(=O)O (acetic acid). The product is CC1=NC=2N(C(=C1)O)N=C(C2)C2=CC=CC=C2 (5-methyl-2-phenyl-pyrazolo[1,5-a]pyrimidin-7-ol). RXN SMILES: [C:1]1([C:7]2[CH:8]=[C:9]([NH2:12])[NH:10][N:11]=2)[CH:6]=[CH:5][CH:4]=[CH:3][CH:2]=1.C[O:14][C:15](=O)[CH2:16][C:17](=O)[CH3:18]>C(O)(=O)C>[CH3:18][C:17]1[CH:16]=[C:15]([OH:14])[N:10]2[N:11]=[C:7]([C:1]3[CH:2]=[CH:3][CH:4]=[CH:5][CH:6]=3)[CH:8]=[C:9]2[N:12]=1. Procedure: To a solution of 5-phenyl-2H-pyrazol-3-ylamine (9.18 g, 57.6 mmol) and 3-oxo-butyric acid methyl ester (9.33 mL, 86.5 mmol) in acetic acid (70 ml) was refluxed for 28 hrs. The reaction mixture was then allowed to cool, filtered, and the precipitated solid washed with acetic acid and dried in vacuo to afford 5-methyl-2-phenyl-pyrazolo[1,5-a]pyrimidin-7-ol as a white solid (11.86 g; 85%) MS m/z @ 242 (m+1). Starting materials: CC#CCn1c(N(C)CC(C)NC(=O)OC(C)(C)C)nc2cnn(Cc3ccccc3C#N)c(=O)c21, ClCCl, [Na+], [Na+], O=C([O-])[O-], O=C(O)C(F)(F)F. Product: CC#CCn1c(N(C)CC(C)N)nc2cnn(Cc3ccccc3C#N)c(=O)c21. As a reaction SMILES: [C:8]([O:9][C:10](=[O:11])[NH:15][CH:16]([CH2:17][N:18]([CH3:19])[c:20]1[n:21]([CH2:39][C:40]#[C:41][CH3:42])[c:22]2[c:23]([cH:24][n:25][n:26]([CH2:29][c:30]3[c:31]([C:36]#[N:37])[cH:32][cH:33][cH:34][cH:35]3)[c:27]2=[O:28])[n:38]1)[CH3:43])([CH3:12])([CH3:13])[CH3:14].[Cl:50][CH2:51][Cl:52].[Na+:44].[Na+:45].[O-:46][C:47](=[O:48])[O-:49].[OH:1][C:2]([C:3]([F:4])([F:5])[F:6])=[O:7]>>[NH2:15][CH:16]([CH2:17][N:18]([CH3:19])[c:20]1[n:21]([CH2:39][C:40]#[C:41][CH3:42])[c:22]2[c:23]([cH:24][n:25][n:26]([CH2:29][c:30]3[c:31]([C:36]#[N:37])[cH:32][cH:33][cH:34][cH:35]3)[c:27]2=[O:28])[n:38]1)[CH3:43]. Reactants: C1(=CC(=CC=C1)N=C=O)C (m-Tolyl isocyanate), NCC1=CC=C(C=C1)C1=NN(C2=NC=NC(=C21)N)C2CCC(CC2)N2CCN(CC2)C (3-[4-(aminomethyl)phenyl]-1-[4-(4-methylpiperazino)cyclohexyl]-1H-pyrazolo[3,4-d]pyrimidin-4-amine). Solvent: N1=CC=CC=C1 (pyridine). Conditions: time 2 day. Yields the product NC1=C2C(=NC=N1)N(N=C2C2=CC=C(CNC(=O)NC1=CC(=CC=C1)C)C=C2)[C@@H]2CC[C@H](CC2)N2CCN(CC2)C (trans-N-(4-{4-amino-1-[4-(4-methylpiperazino)cyclohexyl]-1H-pyrazolo[3,4-d]pyrimidin-3-yl}benzyl)-N′-(3-methylphenyl)urea). Isolated yield 37.0%. Reaction SMILES: [C:1]1([CH3:10])[CH:6]=[CH:5][CH:4]=[C:3]([N:7]=[C:8]=[O:9])[CH:2]=1.[NH2:11][CH2:12][C:13]1[CH:18]=[CH:17][C:16]([C:19]2[C:27]3[C:22](=[N:23][CH:24]=[N:25][C:26]=3[NH2:28])[N:21]([CH:29]3[CH2:34][CH2:33][CH:32]([N:35]4[CH2:40][CH2:39][N:38]([CH3:41])[CH2:37][CH2:36]4)[CH2:31][CH2:30]3)[N:20]=2)=[CH:15][CH:14]=1>N1C=CC=CC=1>[NH2:28][C:26]1[N:25]=[CH:24][N:23]=[C:22]2[N:21]([C@H:29]3[CH2:34][CH2:33][C@H:32]([N:35]4[CH2:36][CH2:37][N:38]([CH3:41])[CH2:39][CH2:40]4)[CH2:31][CH2:30]3)[N:20]=[C:19]([C:16]3[CH:17]=[CH:18][C:13]([CH2:12][NH:11][C:8]([NH:7][C:3]4[CH:4]=[CH:5][CH:6]=[C:1]([CH3:10])[CH:2]=4)=[O:9])=[CH:14][CH:15]=3)[C:27]=12. Procedure details: 1H-pyrazolo[3,4-d]pyrimidin-4-amine (850 mg, 1.93 mmol), tert-butyl N-[4-(4,4,5,5-tetramethyl-1,3,2-dioxaborolan-2-yl)benzyl]carbamate (1.25 equiv., 812 mg, 2.41 mmol), tetrakis-(triphenylphosphine)palladium (135 mg) and sodium carbonate (2.5 equiv., 511 mg, 4.83 mmol) in degassed water (10 mL) and DME (30 mL) was heated and stirred at 85° C. for 16 h. The solvent was removed under reduced pressure to give a brown foam which was purified by column chromatography over silica gel using 10% methano... The reactants are ClC=1C=C2C=C(N(C2=CC1)C1=CC=C(C=C1)OCOC)C (5-chloro-1-(4-methoxymethyloxyphenyl)-2-methyl-1H-indole), CN(C=O)C (dimethylformamide), P(=O)(Cl)(Cl)Cl (Phosphorous oxychloride), CN(C=O)C (dimethylformamide). Yields the product ClC=1C=C2C(=C(N(C2=CC1)C1=CC=C(C=C1)O)C)C=O (5-Chloro-1-(4-hydroxyphenyl)-2-methyl-1H-indole -3-carbaldehyde). The yield is 85.0%. As a reaction SMILES: P(Cl)(Cl)(Cl)=O.[Cl:6][C:7]1[CH:8]=[C:9]2[C:13](=[CH:14][CH:15]=1)[N:12]([C:16]1[CH:21]=[CH:20][C:19]([O:22]COC)=[CH:18][CH:17]=1)[C:11]([CH3:26])=[CH:10]2.CN(C)[CH:29]=[O:30]>>[Cl:6][C:7]1[CH:8]=[C:9]2[C:13](=[CH:14][CH:15]=1)[N:12]([C:16]1[CH:21]=[CH:20][C:19]([OH:22])=[CH:18][CH:17]=1)[C:11]([CH3:26])=[C:10]2[CH:29]=[O:30]. Procedure: Phosphorous oxychloride (5 mL) was added to anhydrous dimethylformamide (10 mL) and stirred at room temperature for 15 min whereupon a solution of 5-chloro-1-(4-methoxymethyloxyphenyl)-2-methyl-1H-indole (1.22 g, 3.5 mmol) in dimethylformamide (10 mL) was added. The solution was reacted according to the procedure used in Example 2a to afford a tan solid (85%): mp>240° C.; 1H NMR (DMSO-d6): δ 2.52 (3H, s), 6.97-7.02 (3H, m), 7.22 (1H, dd, J=2.3 Hz, J=8.7 Hz), 7.30 (2H, d, J=8.6 Hz), 8.40 (1H, d, ...